From a dataset of the Open Reaction Database (ORD), a public repository of structured organic reaction records. describe an organic reaction: reactants, conditions, products, and yield The reactants are BrCC(C(C)C)=O (1-Bromo-3-methylbutan-2-one), NC(C(=O)OCC)=S (ethyl 2-amino-2-thioxoacetate). The solvent is C(C)O (ethanol), C(C)O (ethanol). Yields the product C(C)(C)C=1N=C(SC1)C(=O)OCC (Ethyl 4-isopropylthiazole-2-carboxylate). Reaction SMILES: Br[CH2:2][C:3](=O)[CH:4]([CH3:6])[CH3:5].[NH2:8][C:9](=[S:15])[C:10]([O:12][CH2:13][CH3:14])=[O:11]>C(O)C>[CH:4]([C:3]1[N:8]=[C:9]([C:10]([O:12][CH2:13][CH3:14])=[O:11])[S:15][CH:2]=1)([CH3:6])[CH3:5]. Reported procedure: 1-Bromo-3-methylbutan-2-one (3.72 g) in ethanol (15 mL) was added dropwise over 15 minutes to a refluxing solution of ethyl 2-amino-2-thioxoacetate (3 g) in ethanol (120 mL). The mixture was heated at reflux for 2 hours and then cooled to room temperature. The solvent was evaporated down under reduced pressure to a volume of 30 mL, this solution was added to ice/water (200 mL) and the mixture neutralised by dropwise addition of ‘880’ concentrated aqueous ammonia. The mixture was extracted twice ... Starting materials: NC1=CC=C2C(=N1)C(=CN2)C2CCN(CC2)CCC2=CC=CC=C2 (5-amino-3-(1-(2-phenyleth-1-yl)piperidin-4-yl)pyrrolo[3,2-b]pyridine), C(CC)(=O)Cl (propionyl chloride). Yields the product C(CC)(=O)NC1=CC=C2C(=N1)C(=CN2)C2CCN(CC2)CCC2=CC=CC=C2 (5-(N-[propionyl]amino)-3-(1-(2-phenyleth-1-yl)piperidin-4-yl)pyrrolo[3,2-b]pyridine). RXN SMILES: [NH2:1][C:2]1[N:7]=[C:6]2[C:8]([CH:11]3[CH2:16][CH2:15][N:14]([CH2:17][CH2:18][C:19]4[CH:24]=[CH:23][CH:22]=[CH:21][CH:20]=4)[CH2:13][CH2:12]3)=[CH:9][NH:10][C:5]2=[CH:4][CH:3]=1.[C:25](Cl)(=[O:28])[CH2:26][CH3:27]>>[C:25]([NH:1][C:2]1[N:7]=[C:6]2[C:8]([CH:11]3[CH2:16][CH2:15][N:14]([CH2:17][CH2:18][C:19]4[CH:24]=[CH:23][CH:22]=[CH:21][CH:20]=4)[CH2:13][CH2:12]3)=[CH:9][NH:10][C:5]2=[CH:4][CH:3]=1)(=[O:28])[CH2:26][CH3:27]. Procedure details: Beginning with 0.015 gm (0.047 mMol) 5-amino-3-(1-(2-phenyleth-1-yl)piperidin-4-yl)pyrrolo[3,2-b]pyridine and 0.005 mL (0.061 mMol) propionyl chloride, the title compound was prepared essentially by the procedure described in Example 7. Reactants: Sc1ccc(Cl)cc1, O=Cc1ccc(F)cc1, [Na+], [Na+], O=C([O-])[O-], CN(C)C=O, O. The product is O=Cc1ccc(Sc2ccc(Cl)cc2)cc1. As a reaction SMILES: [Cl:10][c:11]1[cH:12][cH:13][c:14]([SH:17])[cH:15][cH:16]1.[F:1][c:2]1[cH:3][cH:4][c:5]([CH:6]=[O:7])[cH:8][cH:9]1.[Na+:18].[Na+:19].[O-:20][C:21](=[O:22])[O-:23].[O:24]=[CH:25][N:26]([CH3:27])[CH3:28].[OH2:29]>>[c:2]1([S:17][c:14]2[cH:13][cH:12][c:11]([Cl:10])[cH:16][cH:15]2)[cH:3][cH:4][c:5]([CH:6]=[O:7])[cH:8][cH:9]1. The reactants are N1CCCC1 (pyrrolidine), ClCC(=O)NC1=CC=C(C=C1)I (2-chloro-N-(4-iodo-phenyl)-acetamide). Solvent: C(Cl)Cl (DCM). Conditions: time 8 hour. Product: IC1=CC=C(C=C1)NC(CN1CCCC1)=O (N-(4-iodo-phenyl)-2-pyrrolidin-1-yl-acetamide). As a reaction SMILES: [NH:1]1[CH2:5][CH2:4][CH2:3][CH2:2]1.Cl[CH2:7][C:8]([NH:10][C:11]1[CH:16]=[CH:15][C:14]([I:17])=[CH:13][CH:12]=1)=[O:9]>C(Cl)Cl>[I:17][C:14]1[CH:13]=[CH:12][C:11]([NH:10][C:8](=[O:9])[CH2:7][N:1]2[CH2:5][CH2:4][CH2:3][CH2:2]2)=[CH:16][CH:15]=1. Procedure details: 1.53 mL (18.6 mmol) pyrrolidine are added to a solution of 2.20 g (7.45 mmol) 2-chloro-N-(4-iodo-phenyl)-acetamide in 50 mL DCM. The reaction solution is stirred overnight at RT. The mixture is filtered, the filtrate dried over MgSO4 and the solvent is eliminated i.vac. Starting materials: ClC1=NC(=NC2=C1CCC2)S(=O)(=O)C (4-chloro-2-methylsulfonyl-6,7-dihydro-5H-cyclopentapyrimidine), C[O-].[Na+] (sodium methoxide). Run in CO (methanol). Run at time 2 hour. Yields the product COC1=NC(=NC2=C1CCC2)S(=O)(=O)C (4-Methoxy-2-methylsulfonyl-6,7-dihydro-5H-cyclopentapyrimidine). As a reaction SMILES: Cl[C:2]1[C:7]2[CH2:8][CH2:9][CH2:10][C:6]=2[N:5]=[C:4]([S:11]([CH3:14])(=[O:13])=[O:12])[N:3]=1.[CH3:15][O-:16].[Na+]>CO>[CH3:15][O:16][C:2]1[C:7]2[CH2:8][CH2:9][CH2:10][C:6]=2[N:5]=[C:4]([S:11]([CH3:14])(=[O:13])=[O:12])[N:3]=1 |f:1.2|. Procedure: 05 g (90 mmol) of 4-chloro-2-methylsulfonyl-6,7-dihydro-5H-cyclopentapyrimidine were dissolved in 200 ml of methanol. At 45° C., 16.7 g of sodium methoxide (as 30% strength solutions in methanol) were added dropwise, and the mixture was stiffed for 2 hours. The solution was evaporated, taken up in ethyl acetate and acidified with dilute hydrochloric acid, and the ethyl acetate extract was evaporated. 15.5 g of an oil remained. The reactants are CCO, COc1c(Cl)ccnc1CBr, N#C[Na], O. Reaction SMILES: [CH3:16][CH2:17][OH:18].[Cl:1][c:2]1[c:3]([O:10][CH3:11])[c:4]([CH2:8][Br:9])[n:5][cH:6][cH:7]1.[Na:12][C:13]#[N:14].[OH2:15]>>[Cl:1][c:2]1[c:3]([O:10][CH3:11])[c:4]([CH2:8][C:13]#[N:14])[n:5][cH:6][cH:7]1. The product is COc1c(Cl)ccnc1CC#N.